This data is from the Open Reaction Database (ORD), a public repository of structured organic reaction records. The task is: describe an organic reaction: reactants, conditions, products, and yield Starting materials: O=C1NC2=C(N1C1CCN(CC1)CCNC(C1=C(C=CC=C1)[N+](=O)[O-])=O)C=CC=C2 (N-{2-[4-(2,3-dihydro-2-oxo-1H-benzimidazol-1-yl)-1-piperidinyl]ethyl}-2-nitrobenzamide), CO (methanol), [H][H] (hydrogen). Reagents/catalysts: [Ni] (Raney-nickel). Run in O1CCCC1 (tetrahydrofuran). The product is O.NC1=C(C(=O)NCCN2CCC(CC2)N2C(NC3=C2C=CC=C3)=O)C=CC=C1.NC1=C(C(=O)NCCN3CCC(CC3)N3C(NC2=C3C=CC=C2)=O)C=CC=C1 (2-amino-N-{2-[4-(2,3-dihydro-2-oxo-1H-benzimidazol-1-yl)-1-piperidinyl]ethyl}benzamide hemihydrate). Reaction SMILES: [O:1]=[C:2]1[N:6]([CH:7]2[CH2:12][CH2:11][N:10]([CH2:13][CH2:14][NH:15][C:16](=[O:26])[C:17]3[CH:22]=[CH:21][CH:20]=[CH:19][C:18]=3[N+:23]([O-])=O)[CH2:9][CH2:8]2)[C:5]2[CH:27]=[CH:28][CH:29]=[CH:30][C:4]=2[NH:3]1.CO.[H][H]>[Ni].O1CCCC1>[OH2:1].[NH2:23][C:18]1[CH:19]=[CH:20][CH:21]=[CH:22][C:17]=1[C:16]([NH:15][CH2:14][CH2:13][N:10]1[CH2:11][CH2:12][CH:7]([N:6]2[C:5]3[CH:27]=[CH:28][CH:29]=[CH:30][C:4]=3[NH:3][C:2]2=[O:1])[CH2:8][CH2:9]1)=[O:26].[NH2:23][C:18]1[CH:19]=[CH:20][CH:21]=[CH:22][C:17]=1[C:16]([NH:15][CH2:14][CH2:13][N:10]1[CH2:11][CH2:12][CH:7]([N:6]2[C:5]3[CH:27]=[CH:28][CH:29]=[CH:30][C:4]=3[NH:3][C:2]2=[O:1])[CH2:8][CH2:9]1)=[O:26] |f:5.6.7|. Reported procedure: A mixture of 4.5 parts of N-{2-[4-(2,3-dihydro-2-oxo-1H-benzimidazol-1-yl)-1-piperidinyl]ethyl}-2-nitrobenzamide, 80 parts of methanol and 45 parts of tetrahydrofuran is hydrogenated at normal pressure and at room temperature with 2 parts of Raney-nickel catalyst. After the calculated amount of hydrogen is taken up, the catalyst is filtered off and the filtrate is evaporated. The residue is crystallized twice from 2-propanol. The product is filtered off and dried, yielding 2 parts of 2-amino-N-{... The reactants are CC1=C(CN=C=O)C=C(C=C1)C1=CC=CC=C1 (2-methyl-5-phenylbenzylisocyanate), CN(N)C (N,N-dimethylhydrazine). Run in C1(=CC=CC=C1)C (toluene). Reaction conditions: time 2 hour. Yields the product CN(NC(=O)NCC1=C(C=CC(=C1)C1=CC=CC=C1)C)C (1,1-dimethyl-4-(2-methyl-5-phenylbenzyl)semicarbazide). Yield: 49.0%. RXN SMILES: [CH3:1][C:2]1[CH:11]=[CH:10][C:9]([C:12]2[CH:17]=[CH:16][CH:15]=[CH:14][CH:13]=2)=[CH:8][C:3]=1[CH2:4][N:5]=[C:6]=[O:7].[CH3:18][N:19]([CH3:21])[NH2:20]>C1(C)C=CC=CC=1>[CH3:18][N:19]([CH3:21])[NH:20][C:6]([NH:5][CH2:4][C:3]1[CH:8]=[C:9]([C:12]2[CH:17]=[CH:16][CH:15]=[CH:14][CH:13]=2)[CH:10]=[CH:11][C:2]=1[CH3:1])=[O:7]. Reported procedure: To a suspension of 7.11 g of crude 2-methyl-5-phenylbenzylisocyanate in 24 ml of toluene was added dropwise 2.10 g (35 mmol) of N,N-dimethylhydrazine with ice-cooling, and the mixture was removed from an ice bath and stirred for 2 hours. The reaction solution was concentrated, and the solid residue was recrystallized from ethanol to obtain 4.41 g (15.6 mmol) of 1,1-dimethyl-4-(2-methyl-5-phenylbenzyl)semicarbazide. The reactants are O=C([O-])O, CC#N, O=[N+]([O-])c1ccc(Cl)nc1Cl, N#Cc1cccc(N)c1, [Na+]. Reaction SMILES: [C:1](=[O:2])([OH:3])[O-:4].[CH3:26][C:27]#[N:28].[Cl:6][c:7]1[n:8][c:9]([Cl:16])[cH:10][cH:11][c:12]1[N+:13](=[O:14])[O-:15].[NH2:17][c:18]1[cH:19][c:20]([C:21]#[N:22])[cH:23][cH:24][cH:25]1.[Na+:5]>>[c:7]1([NH:17][c:18]2[cH:19][c:20]([C:21]#[N:22])[cH:23][cH:24][cH:25]2)[n:8][c:9]([Cl:16])[cH:10][cH:11][c:12]1[N+:13](=[O:14])[O-:15]. The product is N#Cc1cccc(Nc2nc(Cl)ccc2[N+](=O)[O-])c1. The reactants are ClC=1C=C(C=CC1)S(=O)(=O)Cl (3-Chlorobenzenesulphonyl chloride), COC(C1=C(C=C(C=C1)NC(=O)C1=CC=C2CCNC2=C1)Cl)=O (2-chloro-4-[(2,3-dihydro-1H-indole-6-carbonyl)-amino]-benzoic acid methyl ester), N1=CC=CC=C1 (pyridine). Solvent: ClCCl (dichloromethane). Conditions: time 16 hour. Yields the product COC(C1=C(C=C(C=C1)NC(=O)C1=CC=C2CCN(C2=C1)S(=O)(=O)C1=CC(=CC=C1)Cl)Cl)=O (2-chloro-4-{[1-(3-chloro-benzenesulfonyl)-2,3-dihydro-1H-indole-6-carbonyl]-amino}-benzoic acid methyl ester). As a reaction SMILES: [Cl:1][C:2]1[CH:3]=[C:4]([S:8](Cl)(=[O:10])=[O:9])[CH:5]=[CH:6][CH:7]=1.[CH3:12][O:13][C:14](=[O:34])[C:15]1[CH:20]=[CH:19][C:18]([NH:21][C:22]([C:24]2[CH:32]=[C:31]3[C:27]([CH2:28][CH2:29][NH:30]3)=[CH:26][CH:25]=2)=[O:23])=[CH:17][C:16]=1[Cl:33].N1C=CC=CC=1>ClCCl>[CH3:12][O:13][C:14](=[O:34])[C:15]1[CH:20]=[CH:19][C:18]([NH:21][C:22]([C:24]2[CH:32]=[C:31]3[C:27]([CH2:28][CH2:29][N:30]3[S:8]([C:4]3[CH:5]=[CH:6][CH:7]=[C:2]([Cl:1])[CH:3]=3)(=[O:10])=[O:9])=[CH:26][CH:25]=2)=[O:23])=[CH:17][C:16]=1[Cl:33]. Procedure: 3-Chlorobenzenesulphonyl chloride (71 mg, 0.3 mmol, 1.1 equiv.) was added to a mixture of crude 2-chloro-4-[(2,3-dihydro-1H-indole-6-carbonyl)-amino]-benzoic acid methyl ester (100 mg, 0.3 mmol, 1 equiv.) and pyridine (0.2 mL, 2.4 mmol, 8 equiv.) in dichloromethane (2 ml) and the mixture was stirred at room temperature for 16 hours. The solvent was removed under a stream of N2 and the residue purified by column chromatography (SiO2, dichloromethane). The fractions were combined to afford crude 2... The reactants are BrC1=CC=CC(=N1)CC(O)C=1C=NN(C1)C (2-(6-bromopyridin-2-yl)-1-(1-methyl-1H-pyrazol-4-yl)ethanol), NC=1SC(=CC1C(=O)N)C1=C(C=C(C=C1F)C(C)(C)O)F (2-amino-5-[2,6-difluoro-4-(1-hydroxy-1-methylethyl)phenyl]thiophene-3-carboxamide). Product: FC1=C(C(=CC(=C1)C(C)(C)O)F)C1=CC(=C(S1)NC1=NC(=CC=C1)CC(C=1C=NN(C1)C)O)C(=O)N (5-[2,6-Difluoro-4-(1-hydroxy-1-methylethyl)phenyl]-2-({6-[2-hydroxy-2-(1-methyl-1H-pyrazol-4-yl)ethyl]pyridin-2-yl}amino)thiophene-3-carboxamide). Reaction SMILES: Br[C:2]1[N:7]=[C:6]([CH2:8][CH:9]([C:11]2[CH:12]=[N:13][N:14]([CH3:16])[CH:15]=2)[OH:10])[CH:5]=[CH:4][CH:3]=1.[NH2:17][C:18]1[S:19][C:20]([C:26]2[C:31]([F:32])=[CH:30][C:29]([C:33]([OH:36])([CH3:35])[CH3:34])=[CH:28][C:27]=2[F:37])=[CH:21][C:22]=1[C:23]([NH2:25])=[O:24]>>[F:37][C:27]1[CH:28]=[C:29]([C:33]([OH:36])([CH3:35])[CH3:34])[CH:30]=[C:31]([F:32])[C:26]=1[C:20]1[S:19][C:18]([NH:17][C:2]2[CH:3]=[CH:4][CH:5]=[C:6]([CH2:8][CH:9]([OH:10])[C:11]3[CH:12]=[N:13][N:14]([CH3:16])[CH:15]=3)[N:7]=2)=[C:22]([C:23]([NH2:25])=[O:24])[CH:21]=1. Reported procedure: The title compound was prepared according to the general procedure in Example 1 using (2-(6-bromopyridin-2-yl)-1-(1-methyl-1H-pyrazol-4-yl)ethanol (0.090 g, 0.32 mmol) and 2-amino-5-[2,6-difluoro-4-(1-hydroxy-1-methylethyl)phenyl]thiophene-3-carboxamide (0.10 g, 0.32 mmol) as the starting materials.